This data is from the Open Reaction Database (ORD), a public repository of structured organic reaction records. The task is: describe an organic reaction: reactants, conditions, products, and yield The reactants are CCOCC, COC(=O)C(=O)c1ccc(OCCCCCCOc2ccccc2)cc1, CCCCCC, CO, [Na+], [OH-]. The product is O=C(O)C(=O)c1ccc(OCCCCCCOc2ccccc2)cc1. RXN SMILES: [CH2:33]([O:34][CH2:35][CH3:36])[CH3:37].[CH3:1][O:2][C:3]([C:4]([c:5]1[cH:6][cH:7][c:8]([O:11][CH2:12][CH2:13][CH2:14][CH2:15][CH2:16][CH2:17][O:18][c:19]2[cH:20][cH:21][cH:22][cH:23][cH:24]2)[cH:9][cH:10]1)=[O:25])=[O:26].[CH3:27][CH2:28][CH2:29][CH2:30][CH2:31][CH3:32].[CH3:38][OH:39].[Na+:41].[OH-:40]>>[O:2]=[C:3]([C:4]([c:5]1[cH:6][cH:7][c:8]([O:11][CH2:12][CH2:13][CH2:14][CH2:15][CH2:16][CH2:17][O:18][c:19]2[cH:20][cH:21][cH:22][cH:23][cH:24]2)[cH:9][cH:10]1)=[O:25])[OH:26]. As a reaction SMILES: [C:6](#[N:7])[CH2:8][C:9](=[O:10])[O:11][CH2:12][CH3:13].[CH3:28][CH2:29][OH:30].[CH3:2][CH2:3][O-:4].[Cl:14][c:15]1[n:16][s:17][c:18]2[c:19]1[cH:20][c:21]([N+:24](=[O:25])[O-:26])[cH:22][cH:23]2.[ClH:27].[Na+:1].[Na:5]>>[C:6](#[N:7])[CH:8]([C:9](=[O:10])[O:11][CH2:12][CH3:13])[c:15]1[n:16][s:17][c:18]2[c:19]1[cH:20][c:21]([N+:24](=[O:25])[O-:26])[cH:22][cH:23]2. Yields the product CCOC(=O)C(C#N)c1nsc2ccc([N+](=O)[O-])cc12. Starting materials: CCOC(=O)CC#N, CCO, CC[O-], O=[N+]([O-])c1ccc2snc(Cl)c2c1, Cl, [Na+], [Na]. Starting materials: OC1=CC(CC1C1=CC=CC=C1)=O (3-hydroxy-4-phenyl-cyclopent-2-enone), N1=CNC(=C1)C=O (3H-imidazole-4-carbaldehyde), N1C=C(C2=CC=CC=C12)CCNC(C)=O (N-[2-(1H-indol-3-yl)-ethyl]-acetamide). Product: OC1=C(C(CC1C1=CC=CC=C1)=O)C(C=1NC2=CC=CC=C2C1CCNC(C)=O)C=1N=CNC1 (N-(2-{2-[(2-Hydroxy-5-oxo-3-phenyl-cyclopent-1-enyl)-(1H-imidazol-4-yl)-methyl]-1H-indol-3-yl}-ethyl)-acetamide). As a reaction SMILES: [OH:1][C:2]1[CH:6]([C:7]2[CH:12]=[CH:11][CH:10]=[CH:9][CH:8]=2)[CH2:5][C:4](=[O:13])[CH:3]=1.[N:14]1[CH:18]=[C:17]([CH:19]=O)[NH:16][CH:15]=1.[NH:21]1[C:29]2[C:24](=[CH:25][CH:26]=[CH:27][CH:28]=2)[C:23]([CH2:30][CH2:31][NH:32][C:33](=[O:35])[CH3:34])=[CH:22]1>>[OH:1][C:2]1[CH:6]([C:7]2[CH:12]=[CH:11][CH:10]=[CH:9][CH:8]=2)[CH2:5][C:4](=[O:13])[C:3]=1[CH:19]([C:17]1[N:16]=[CH:15][NH:14][CH:18]=1)[C:22]1[NH:21][C:29]2[C:24]([C:23]=1[CH2:30][CH2:31][NH:32][C:33](=[O:35])[CH3:34])=[CH:25][CH:26]=[CH:27][CH:28]=2. Procedure details: Using general procedure C, 3-hydroxy-4-phenyl-cyclopent-2-enone (Lit. 17) was reacted with 3H-imidazole-4-carbaldehyde and N-[2-(1H-indol-3-yl)-ethyl]-acetamide to give the title compound as pale brown solid. MS: 455.0 ([M+H]+). The reactants are C1=C(C=CC2=CC=CC=C12)CN1CC2C(C1)CN(C2)C2=C(C=CC=N2)C(=O)O (6-(5-naphthalen-2-ylmethyl-hexahydro-pyrrolo[3,4-c]pyrrol-2-yl)pyridine-5-carboxylic acid), C=1C=CC2=C(C1)N=NN2O (HOBt), CCN=C=NCCCN(C)C.Cl (EDCl), CCN(C(C)C)C(C)C (DIPEA), intermediate D, CN(C)C=O (DMF). Solvent: CCOCC (Et2O). Conditions: time 8 hour. The product is C(C(C)C)OC(C)ONC(=O)C=1C=CC=NC1N1CC2CN(CC2C1)CC1=CC2=CC=CC=C2C=C1 (N-(1-Isobutoxyethoxy) 6-(5-naphthalen-2-ylmethyl-hexahydro-pyrrolo[3,4-c]pyrrol-2-yl)pyridine-5-carboxamide). Isolated yield 58.0%. As a reaction SMILES: [CH:1]1[C:10]2[C:5](=[CH:6][CH:7]=[CH:8][CH:9]=2)[CH:4]=[CH:3][C:2]=1[CH2:11][N:12]1[CH2:16][CH:15]2[CH2:17][N:18]([C:20]3[N:25]=[CH:24][CH:23]=[CH:22][C:21]=3[C:26](O)=[O:27])[CH2:19][CH:14]2[CH2:13]1.C1C=CC2[N:37]([OH:38])N=NC=2C=1.CCN=C=N[CH2:44][CH2:45][CH2:46]N(C)C.Cl.CCN([CH:57]([CH3:59])C)C(C)C.CN([CH:63]=[O:64])C>CCOCC>[CH2:63]([O:64][CH:57]([O:38][NH:37][C:26]([C:21]1[CH:22]=[CH:23][CH:24]=[N:25][C:20]=1[N:18]1[CH2:17][CH:15]2[CH:14]([CH2:13][N:12]([CH2:11][C:2]3[CH:3]=[CH:4][C:5]4[C:10](=[CH:9][CH:8]=[CH:7][CH:6]=4)[CH:1]=3)[CH2:16]2)[CH2:19]1)=[O:27])[CH3:59])[CH:45]([CH3:44])[CH3:46] |f:2.3|. Reported procedure: To a solution of 6-(5-naphthalen-2-ylmethyl-hexahydro-pyrrolo[3,4-c]pyrrol-2-yl)pyridine-5-carboxylic acid (0.24 g, 0.6 mmol) in DMF (5 ml) were added HOBt (0.26 g, 1.7 mmol), EDCl (0.303 g, 1.6 mmol), DIPEA (1 ml, 5.8 mmol), and intermediate D (1 ml, 7.4 mmol). The mixture was stirred overnight and then poured into Et2O (250 ml). This was washed with water (50 ml), saturated sodium bicarbonate (50 ml), water (50 ml) and brine (50 ml). The extract was then dried (MgSO4), concentrated and purifie...